Dataset: the Open Reaction Database (ORD), a public repository of structured organic reaction records. Task: describe an organic reaction: reactants, conditions, products, and yield Starting materials: C(C)(=O)NC=CC1=CC(=C(OCC2CO2)C=C1)OC (1-[4-(2-acetylaminovinyl)-2-methoxy-phenoxy]-2,3-epoxy-propane), C(C)(C)N (isopropylamine), C(C)(C)O (isopropanol). The product is C(C)(=O)C(=CC1=CC(=C(OCC(CNC(C)C)O)C=C1)OC)N (1-[4-(2-Acetyl-aminovinyl)-2-methoxy-phenoxy]-2-hydroxy-3-isopropylamino-propane). Reaction SMILES: C([NH:4][CH:5]=[CH:6][C:7]1[CH:17]=[CH:16][C:10]([O:11][CH2:12][CH:13]2[O:15][CH2:14]2)=[C:9]([O:18][CH3:19])[CH:8]=1)(=O)C.[CH:20]([NH2:23])([CH3:22])[CH3:21].[CH:24]([OH:27])(C)[CH3:25]>>[C:24]([C:5]([NH2:4])=[CH:6][C:7]1[CH:17]=[CH:16][C:10]([O:11][CH2:12][CH:13]([OH:15])[CH2:14][NH:23][CH:20]([CH3:22])[CH3:21])=[C:9]([O:18][CH3:19])[CH:8]=1)(=[O:27])[CH3:25]. Reported procedure: 4.3 g (0.016 mol) of 1-[4-(2-acetylaminovinyl)-2-methoxy-phenoxy]-2,3-epoxy-propane are heated to 80° C. with a solution of 1.4 ml (0.016 mol) of isopropylamine in 100 ml of isopropanol for 3 hours under reflux. The mixture is then evaporated in vacuo and the curde base obtained is crystallised from isopropanol-ethyl acetate. 1-[4-(2-Acetyl-aminovinyl)-2-methoxy-phenoxy]-2-hydroxy-3-isopropylamino-propane of melting point 139°-140° C. is obtained.